This data is from the Open Reaction Database (ORD), a public repository of structured organic reaction records. The task is: describe an organic reaction: reactants, conditions, products, and yield Starting materials: COC(=O)C=1C=NN(C1)C1=NOC(C1)(C(F)(F)F)C1=CC(=CC(=C1)Cl)Cl (1-[5-(3,5-Dichloro-phenyl)-5-trifluoromethyl-4,5-dihydro-isoxazol-3-yl]-1H-pyrazole-4-carboxylic acid methyl ester), [OH-].[Na+] (sodium hydroxide), CO (methanol). The solvent is C1CCOC1.O (THF water). Conditions: time 3 hour. Yields the product ClC=1C=C(C=C(C1)Cl)C1(CC(=NO1)N1N=CC(=C1)C(=O)O)C(F)(F)F (1-[5-(3,5-Dichloro-phenyl)-5-trifluoromethyl-4,5-dihydro-isoxazol-3-yl]-1H-pyrazole-4-carboxylic acid). Isolated yield 91.2%. RXN SMILES: C[O:2][C:3]([C:5]1[CH:6]=[N:7][N:8]([C:10]2[CH2:14][C:13]([C:19]3[CH:24]=[C:23]([Cl:25])[CH:22]=[C:21]([Cl:26])[CH:20]=3)([C:15]([F:18])([F:17])[F:16])[O:12][N:11]=2)[CH:9]=1)=[O:4].[OH-].[Na+].CO>C1COCC1.O>[Cl:25][C:23]1[CH:24]=[C:19]([C:13]2([C:15]([F:18])([F:16])[F:17])[O:12][N:11]=[C:10]([N:8]3[CH:9]=[C:5]([C:3]([OH:4])=[O:2])[CH:6]=[N:7]3)[CH2:14]2)[CH:20]=[C:21]([Cl:26])[CH:22]=1 |f:1.2,4.5|. Procedure: To a solution of methyl ester of example 19.1 (513 mg) in 12.5 ml THF:water (4:1) was added sodium hydroxide (75 mg). The reaction mixture was stirred at room temperature for 3 hours before adding 2 ml of methanol. The reaction was stirred overnight before evaporation of the solvent in vacuo. The aqueous layer was extracted with ethyl acetate before being acidified. It was then extracted several times with ethyl acetate. The combined organic layers were dried over sodium sulfate and concentrated... Starting materials: C1(=CC=CC=C1)O (phenol), [H-].[Na+] (sodium hydride), C12(CC3CC(CC(C1)C3)C2)C=2C=C(C(=O)Cl)C=CC2OC (3-(1-adamantyl)-4-methoxybenzoyl chloride), O (water). Solvent: C1CCOC1 (THF), C1CCOC1 (THF). Reaction conditions: time 4 hour. Yields the product C12(CC3CC(CC(C1)C3)C2)C=2C=C(C(=O)OC3=CC=CC=C3)C=CC2OC (Phenyl 3-(1-adamantyl)-4-methoxybenzoate). The yield is 82.8%. RXN SMILES: [C:1]1([OH:7])[CH:6]=[CH:5][CH:4]=[CH:3][CH:2]=1.[H-].[Na+].[C:10]12([C:20]3[CH:21]=[C:22]([CH:26]=[CH:27][C:28]=3[O:29][CH3:30])[C:23](Cl)=[O:24])[CH2:19][CH:14]3[CH2:15][CH:16]([CH2:18][CH:12]([CH2:13]3)[CH2:11]1)[CH2:17]2.O>C1COCC1>[C:10]12([C:20]3[CH:21]=[C:22]([CH:26]=[CH:27][C:28]=3[O:29][CH3:30])[C:23]([O:7][C:1]3[CH:6]=[CH:5][CH:4]=[CH:3][CH:2]=3)=[O:24])[CH2:11][CH:12]3[CH2:18][CH:16]([CH2:15][CH:14]([CH2:13]3)[CH2:19]1)[CH2:17]2 |f:1.2|. Reported procedure: In a manner analogous to Example 3(b), 0.95 g (10 mmoles) of phenol in 10 ml of THF are treated with 332 mg (11 moles) of sodium hydride (80% in oil). There is then slowly introduced a solution of 3.2 g (10 mmoles) of 3-(1-adamantyl)-4-methoxybenzoyl chloride in 30 ml of THF. The reaction is permitted to proceed at ambient temperature for 4 hours. The reaction medium is poured into water, extracted with ethyl ether, washed with water, dried on magnesium sulfate and evaporated. The residue is chr... The reactants are COc1c(CO)cccc1Sc1ccccc1C, O=S(Cl)Cl, c1ccncc1, c1ccccc1. The product is COc1c(CCl)cccc1Sc1ccccc1C. As a reaction SMILES: [CH3:1][O:2][c:3]1[c:4]([CH2:5][OH:6])[cH:7][cH:8][cH:9][c:10]1[S:11][c:12]1[c:13]([CH3:18])[cH:14][cH:15][cH:16][cH:17]1.[S:19]([Cl:20])([Cl:21])=[O:22].[cH:23]1[cH:24][cH:25][n:26][cH:27][cH:28]1.[cH:29]1[cH:30][cH:31][cH:32][cH:33][cH:34]1>>[CH3:1][O:2][c:3]1[c:4]([CH2:5][Cl:21])[cH:7][cH:8][cH:9][c:10]1[S:11][c:12]1[c:13]([CH3:18])[cH:14][cH:15][cH:16][cH:17]1.